Dataset: the Open Reaction Database (ORD), a public repository of structured organic reaction records. Task: describe an organic reaction: reactants, conditions, products, and yield RXN SMILES: Cl[C:2]1[CH:7]=[CH:6][CH:5]=[C:4]([O:8][CH3:9])[N:3]=1.[NH2:10][NH2:11]>>[NH:10]([C:2]1[CH:7]=[CH:6][CH:5]=[C:4]([O:8][CH3:9])[N:3]=1)[NH2:11]. Procedure: A mixture of 2-chloro-6-methoxypyridine (compound 12; 2.87 g, 20 mmol) and anhydrous hydrazine (11 mL, excess) was heated under argon on a steam bath overnight. The mixture was allowed to cool to 23° C. and then was extracted with Et2O (10×10 mL). The combined ether extracts were rotary evaporated to afford 1.58 g (57%) of 2-hydrazino-6-methoxypyridine 13 as a yellow liquid that was ˜95% pure by NMR: 1H NMR (CDCl3) δ 7.38 (pseudo-t, 1), 6.20 (d, J =8.0 Hz, 1), 6.09 (d, J=8.0 Hz, 1), 5.71 (bs, 1,... The reactants are ClC1=NC(=CC=C1)OC (2-chloro-6-methoxypyridine), ClC1=NC(=CC=C1)OC (2-chloro-6-methoxypyridine), NN (hydrazine). Yield: 57.0%. Yields the product N(N)C1=NC(=CC=C1)OC (2-hydrazino-6-methoxypyridine). Reaction conditions: temperature 23 celsius. Reactants: CC(C)NCc1coc(C(CCCC2CCCCC2)CC(=O)NOCc2ccccc2)n1, CCO, [OH-], [OH-], [Pd+2]. Product: CC(C)NCc1coc(C(CCCC2CCCCC2)CC(=O)NO)n1. Reaction SMILES: [CH2:1]([c:2]1[cH:3][cH:4][cH:5][cH:6][cH:7]1)[O:8][NH:9][C:10]([CH2:11][CH:12]([CH2:13][CH2:14][CH2:15][CH:16]1[CH2:17][CH2:18][CH2:19][CH2:20][CH2:21]1)[c:22]1[o:23][cH:24][c:25]([CH2:27][NH:28][CH:29]([CH3:30])[CH3:31])[n:26]1)=[O:32].[CH3:33][CH2:34][OH:35].[OH-:36].[OH-:37].[Pd+2:38]>>[OH:8][NH:9][C:10]([CH2:11][CH:12]([CH2:13][CH2:14][CH2:15][CH:16]1[CH2:17][CH2:18][CH2:19][CH2:20][CH2:21]1)[c:22]1[o:23][cH:24][c:25]([CH2:27][NH:28][CH:29]([CH3:30])[CH3:31])[n:26]1)=[O:32]. Reactants: CS(=O)C1=CC=C(C=C1)C(C(CC(=O)OC)C)=O (Methyl 4-(methylsulfinyl)beta-methyl-gamma-oxobenzenebutanoate), FC(C(=O)OC(C(F)(F)F)=O)(F)F (trifluoroacetic anhydride). The product is FC(C(=O)OCSC1=CC=C(C=C1)C(C(CC(=O)OC)C)=O)(F)F (Methyl 4-(trifluoroacetoxymethylthio)-beta-methyl-gamma-oxobenzenebutanoate). As a reaction SMILES: [CH3:1][S:2]([C:4]1[CH:9]=[CH:8][C:7]([C:10](=[O:18])[CH:11]([CH3:17])[CH2:12][C:13]([O:15][CH3:16])=[O:14])=[CH:6][CH:5]=1)=O.[F:19][C:20]([F:31])([F:30])[C:21]([O:23]C(=O)C(F)(F)F)=[O:22]>>[F:19][C:20]([F:31])([F:30])[C:21]([O:23][CH2:1][S:2][C:4]1[CH:9]=[CH:8][C:7]([C:10](=[O:18])[CH:11]([CH3:17])[CH2:12][C:13]([O:15][CH3:16])=[O:14])=[CH:6][CH:5]=1)=[O:22]. Procedure: A solution of the sulfoxide from Step C of this Example (10 g) in trifluoroacetic anhydride (50 ml) was heated at 45° C. for 25 minutes and the mixture was evaporated, and then coevaporated with toluene, to dryness to give the title compound as an oil (15 g, crude) which was used directly in the following step. Product: CC1(CCC=C1C1=C(C=CC(=C1)CO)C1=C(C=CC(=C1)OC)F)C ((2-(5,5-Dimethyl-1-cyclopenten-1-yl)-2′-fluoro-5′-(methyloxy)-1,1′-biphenyl-4-yl)methanol). Run at temperature 100 celsius, time 1.5 hour. The reagents and catalysts are C(C)(=O)[O-].[Pd+2].C(C)(=O)[O-] (palladium acetate). Run in CN(C)C=O (DMF), O (water), C1CCOC1 (THF), C(C)OCC (diethyl ether), O (water), C1CCOC1 (THF), O (water). Starting materials: ClC1=C(C=CC(=C1)C(=O)OCC)C1=C(C=CC(=C1)OC)F (Ethyl 2-chloro-2′-fluoro-5′-(methyloxy)-1,1′-biphenyl-4-carboxylate), CC1(CCC=C1B1OC(C(O1)(C)C)(C)C)C (2-(5,5-dimethylcyclopent-1-enyl)-4,4,5,5-tetramethyl-1,3,2-dioxaborolane), COC=1C=CC=C(C1C=2C=CC=CC2P(C3CCCCC3)C4CCCCC4)OC (S-Phos), P(=O)([O-])([O-])[O-].[K+].[K+].[K+] (tripotassium phosphate), CC1(CCC=C1C1=C(C=CC(=C1)C(=O)OCC)C1=C(C=CC(=C1)OC)F)C (ethyl 2-(5,5-dimethyl-1-cyclopenten-1-yl)-2′-fluoro-5′-(methyloxy)-1,1′-biphenyl-4-carboxylate), solution, [H-].[H-].[H-].[H-].[Li+].[Al+3] (LAH), [OH-].[Na+] (sodium hydroxide), CC1(CCC=C1C1=C(C=CC(=C1)C(=O)OCC)C1=C(C=CC(=C1)OC)F)C (ethyl 2-(5,5-dimethyl-1-cyclopenten-1-yl)-2′-fluoro-5′-(methyloxy)-1,1′-biphenyl-4-carboxylate). As a reaction SMILES: ClC1C=C(C(OCC)=O)C=CC=1C1C=C(OC)C=CC=1F.CC1(C)C(B2OC(C)(C)C(C)(C)O2)=CCC1.COC1C=CC=C(OC)C=1C1C=CC=CC=1P(C1CCCCC1)C1CCCCC1.P([O-])([O-])([O-])=O.[K+].[K+].[K+].[CH3:75][C:76]1([CH3:101])[C:80]([C:81]2[CH:86]=[C:85]([C:87](OCC)=[O:88])[CH:84]=[CH:83][C:82]=2[C:92]2[CH:97]=[C:96]([O:98][CH3:99])[CH:95]=[CH:94][C:93]=2[F:100])=[CH:79][CH2:78][CH2:77]1.[H-].[H-].[H-].[H-].[Li+].[Al+3].[OH-].[Na+]>CN(C=O)C.O.C1COCC1.C(OCC)C.C([O-])(=O)C.[Pd+2].C([O-])(=O)C>[CH3:75][C:76]1([CH3:101])[C:80]([C:81]2[CH:86]=[C:85]([CH2:87][OH:88])[CH:84]=[CH:83][C:82]=2[C:92]2[CH:97]=[C:96]([O:98][CH3:99])[CH:95]=[CH:94][C:93]=2[F:100])=[CH:79][CH2:78][CH2:77]1 |f:3.4.5.6,8.9.10.11.12.13,14.15,20.21.22|. Procedure: A mixture of compound T2.5 (1.80 g, 5.80 mmol), 2-(5,5-dimethylcyclopent-1-enyl)-4,4,5,5-tetramethyl-1,3,2-dioxaborolane (T2.2)(1.40 g, 6.4 mmol), S-Phos (0.48 g, 1.20 mmol), tripotassium phosphate (3.10 g, 15.0 mmol) and palladium acetate (0.13 g, 0.58 mmol) in DMF (10.0 mL) and water (1.0 mL), was purged with N2 three times. The resulting mixture was heated at 100° C. overnight. EtOAc (120 mL) was added, and the mixture was washed with brine (25×2 mL). The organic layer was dried with MgSO4. T... Reactants: O=C([O-])CCCBr, O=C1CN(C(=O)OCc2ccccc2)CCN1, CCOC(C)=O, CN(C)C=O, [H-], [Na+]. Product: CC(=O)OCCN1CCN(C(=O)OCc2ccccc2)CC1=O. As a reaction SMILES: [Br:20][CH2:21][CH2:22][CH2:23][C:24]([O-:25])=[O:26].[C:1](=[O:2])([O:3][CH2:4][c:5]1[cH:6][cH:7][cH:8][cH:9][cH:10]1)[N:11]1[CH2:12][C:13](=[O:17])[NH:14][CH2:15][CH2:16]1.[CH3:27][CH2:28][O:29][C:30]([CH3:31])=[O:32].[CH3:33][N:34]([CH3:35])[CH:36]=[O:37].[H-:18].[Na+:19]>>[C:1](=[O:2])([O:3][CH2:4][c:5]1[cH:6][cH:7][cH:8][cH:9][cH:10]1)[N:11]1[CH2:12][C:13](=[O:17])[N:14]([CH2:27][CH2:28][O:29][C:30]([CH3:31])=[O:32])[CH2:15][CH2:16]1. Reactants: [OH-].[Na+] (NaOH), C(C)O[SiH](OCC)OCC (triethoxysilane), C(CCC)[Li] (n-butyl lithium), C(C)O[SiH](OCC)OCC (triethoxysilane), C(C)(=O)C1=CC=CC=C1 (acetophenone), [OH-].[Na+] (NaOH). Reagents/catalysts: [Cl-].[Cl-].[CH-]1C=CC=C1.[CH-]1C=CC=C1.[Ti+2] (titanocene dichloride). The solvent is O (water), O1CCCC1 (tetrahydrofuran), O.CCOCC (water ether), O1CCCC1 (tetrahydrofuran), CCCCCC (hexane). Conditions: temperature -78 celsius, time 15 minute. Yields the product CC(C1=CC=CC=C1)O (sec-phenethyl alcohol). Yield: 80.5%. As a reaction SMILES: C([Li])CCC.C(O[SiH](OCC)OCC)C.[C:16]([C:19]1[CH:24]=[CH:23][CH:22]=[CH:21][CH:20]=1)(=[O:18])[CH3:17].[OH-].[Na+]>[Cl-].[Cl-].[CH-]1C=CC=C1.[CH-]1C=CC=C1.[Ti+2].O.CCOCC.O1CCCC1.O.CCCCCC>[CH3:17][CH:16]([OH:18])[C:19]1[CH:24]=[CH:23][CH:22]=[CH:21][CH:20]=1 |f:3.4,5.6.7.8.9,10.11|. Reported procedure: To a dry Schlenk tube under argon was added 37.6 mg (0.15 mmol) of a titanocene dichloride and 3 mL of tetrahydrofuran. The slurry was cooled to -78° C. and a 1.64 M hexane solution of n-butyl lithium (190 μL, 0.3 mmol) was added. After stirring for 15 minutes, triethoxysilane (140 μL, 0.75 mmol) was added. The black mixture was allowed to warm to 0° C., then acetophenone (350 μL, 3.0 mmol), followed by more triethoxysilane (700 μL, 3.75 mmol) were added. The reaction mixture was allowed to stir...